Task: describe an organic reaction: reactants, conditions, products, and yield. Dataset: the Open Reaction Database (ORD), a public repository of structured organic reaction records The reactants are N1C=CC2=CC=CC=C12 (indole), C(=O)(OC(C)(C)C)N1C2=CC=C(C=C2C=2C=C3C(=C(C12)O)N(C=1C=CC(=CC13)Cl)C(=O)OC(C)(C)C)Cl (5,7-diBOC-2,10-dichloro-6-hydroxyindolo[2,3-b]carbazole), OC1CN(CC1)C(=O)OCCCC (butyl 3-hydroxypyrrolidine-1-carboxylate). Yields the product ClC=1C=C2C=3C=C4C(=C(C3NC2=CC1)OC1CNCC1)NC=1C=CC(=CC14)Cl (2,10-dichloro-6-(pyrrolidin-3-yloxy)-5,7-dihydroindolo[2,3-b]carbazole). As a reaction SMILES: [NH:1]1[C:9]2[C:4](=CC=CC=2)[CH:3]=[CH:2]1.C([N:17]1[C:29]2[C:28]([OH:30])=[C:27]3[N:31](C(OC(C)(C)C)=O)[C:32]4[CH:33]=[CH:34][C:35]([Cl:38])=[CH:36][C:37]=4[C:26]3=[CH:25][C:24]=2[C:23]2[C:18]1=[CH:19][CH:20]=[C:21]([Cl:46])[CH:22]=2)(OC(C)(C)C)=O.OC1CCN(C(OCCCC)=O)C1>>[Cl:38][C:35]1[CH:36]=[C:37]2[C:32](=[CH:33][CH:34]=1)[NH:31][C:27]1[C:28]([O:30][CH:3]3[CH2:4][CH2:9][NH:1][CH2:2]3)=[C:29]3[NH:17][C:18]4[CH:19]=[CH:20][C:21]([Cl:46])=[CH:22][C:23]=4[C:24]3=[CH:25][C:26]2=1. Procedure: The title compound was prepared in a manner analogous to Example 28 except the starting indole is 5,7-diBOC-2,10-dichloro-6-hydroxyindolo[2,3-b]carbazole and the reagent is tent-butyl 3-hydroxypyrrolidine-1-carboxylate. 1H-NMR (400 MHz, CDCl3) δ ppm 9.26 (br s, 2H), 8.35 (s, 1H), 8.06 (d, J=1.2 Hz, 2H), 7.39-7.29 (m, 4H), 5.11 (t, J=3.8 Hz, 1H), 3.60-3.50 (m, 1H), 3.34 (d, J=11.6 Hz, 1H), 3.20 (td, J=10.2, 4.0 Hz, 1H), 2.88 (dd, J=12.2, 3.2 Hz, 1H), 2.40-2.30 (m, 1H), 2.22-2.10 (m, 1H); MS (ESI)... Starting materials: Cc1ccc(S(=O)(=O)OCC2CN(Cc3ccccc3)CCO2)cc1, CS(C)=O, N#C[Na], O. Yields the product N#CCC1CN(Cc2ccccc2)CCO1. RXN SMILES: [CH2:4]([c:5]1[cH:6][cH:7][cH:8][cH:9][cH:10]1)[N:11]1[CH2:12][CH:13]([CH2:17][O:18][S:19]([c:20]2[cH:21][cH:22][c:23]([CH3:24])[cH:25][cH:26]2)(=[O:27])=[O:28])[O:14][CH2:15][CH2:16]1.[CH3:29][S:30](=[O:31])[CH3:32].[Na:1][C:2]#[N:3].[OH2:33]>>[C:2](#[N:3])[CH2:17][CH:13]1[CH2:12][N:11]([CH2:4][c:5]2[cH:6][cH:7][cH:8][cH:9][cH:10]2)[CH2:16][CH2:15][O:14]1. The reactants are resultant mixture, Cl (hydrochloric acid), Cl.NCC(=O)C1=CC(=C(C(=C1)C(C)(C)C)O)C(C)(C)C (4-(2-aminoacetyl)-2,6-di-tert-butylphenol hydrochloride), C(C)O (ethanol), Cl (hydrochloric acid), [N-]=C=O.[K+] (potassium isocyanate). Solvent: O (water), O (water). Reaction conditions: time 2 hour. Yields the product C(C)(C)(C)C=1C=C(C=C(C1O)C(C)(C)C)C=1NC(NC1)=O (4-(3,5-di-tert-butyl-4-hydroxyphenyl)-2-oxo-4-imidazoline). Isolated yield 43.3%. As a reaction SMILES: Cl.[NH2:2][CH2:3][C:4]([C:6]1[CH:11]=[C:10]([C:12]([CH3:15])([CH3:14])[CH3:13])[C:9]([OH:16])=[C:8]([C:17]([CH3:20])([CH3:19])[CH3:18])[CH:7]=1)=O.C(O)C.Cl.[N-:25]=[C:26]=[O:27].[K+]>O>[C:17]([C:8]1[CH:7]=[C:6]([C:4]2[NH:25][C:26](=[O:27])[NH:2][CH:3]=2)[CH:11]=[C:10]([C:12]([CH3:13])([CH3:15])[CH3:14])[C:9]=1[OH:16])([CH3:19])([CH3:20])[CH3:18] |f:0.1,4.5|. Reported procedure: To a mixed solution of 1.2 g of 4-(2-aminoacetyl)-2,6-di-tert-butylphenol hydrochloride, 10 ml of ethanol, and 0.3 ml of concentrated hydrochloric acid was added a solution of 0.64 g of potassium isocyanate in 3 ml of water at room temperature. After stirring the mixture for 2 hours, 0.3 ml of concentrated hydrochloric acid was added thereto and the resultant mixture was refluxed for 2 hours. The reaction mixture thus obtained was poured into water and the precipitates formed were recovered by f... Reactants: CS(=O)c1nc(N)nc(-c2ccco2)c1Br, C1COCCO1, NCCNc1ccccc1. The product is Nc1nc(NCCNc2ccccc2)c(Br)c(-c2ccco2)n1. RXN SMILES: [Br:1][c:2]1[c:3](-[c:12]2[o:13][cH:14][cH:15][cH:16]2)[n:4][c:5]([NH2:11])[n:6][c:7]1[S:8]([CH3:9])=[O:10].[O:27]1[CH2:28][CH2:29][O:30][CH2:31][CH2:32]1.[c:17]1([NH:23][CH2:24][CH2:25][NH2:26])[cH:18][cH:19][cH:20][cH:21][cH:22]1>>[Br:1][c:2]1[c:3](-[c:12]2[o:13][cH:14][cH:15][cH:16]2)[n:4][c:5]([NH2:11])[n:6][c:7]1[NH:26][CH2:25][CH2:24][NH:23][c:17]1[cH:18][cH:19][cH:20][cH:21][cH:22]1. Starting materials: ClC1=CC=C2C=3C(=C(NC13)C1=CC=CC=C1)CCC2=O (8-chloro-2-phenyl-1,3,4,5-tetrahydrobenz[cd]indol-5-one). The reagents and catalysts are [C].[Pd] (palladium-carbon). Run in [OH-].[K+] (potassium hydroxide), CO (methanol). Conditions: time 30 minute. Product: C1(=CC=CC=C1)C=1NC=2C=CC=C3C2C1CCC3=O (2-phenyl-1,3,4,5-tetrahydrobenz[cd]indol-5-one). Isolated yield 33.2%. Reaction SMILES: Cl[C:2]1[C:10]2[NH:9][C:8]([C:11]3[CH:16]=[CH:15][CH:14]=[CH:13][CH:12]=3)=[C:7]3[CH2:17][CH2:18][C:19](=[O:20])[C:5]([C:6]=23)=[CH:4][CH:3]=1>[OH-].[K+].CO.[C].[Pd]>[C:11]1([C:8]2[NH:9][C:10]3[CH:2]=[CH:3][CH:4]=[C:5]4[C:19](=[O:20])[CH2:18][CH2:17][C:7]=2[C:6]=34)[CH:12]=[CH:13][CH:14]=[CH:15][CH:16]=1 |f:1.2,4.5|. Procedure details: A portion (2.4 g) of the compound obtained in Example 60 was dissolved in a solution of potassium hydroxide (3 g) in methanol (150 ml) and to the solution was added 10% palladium-carbon (500 mg). The mixture was stirred for 30 minutes at room temperature under a hydrogen atmosphere. The catalyst was filtered off and the filtrate was concentrated under reduced pressure. The residue was dissolved in ethyl acetate, washed with water and saturated aqueous solution of sodium chloride and dried over a... Starting materials: Cc1cc(Br)nc(C)c1O, O=C([O-])[O-], CC(C)=O, CI, [K+], [K+]. Yields the product COc1c(C)cc(Br)nc1C. As a reaction SMILES: [Br:1][c:2]1[cH:3][c:4]([CH3:10])[c:5]([OH:9])[c:6]([CH3:8])[n:7]1.[C:13](=[O:14])([O-:15])[O-:16].[CH3:19][C:20](=[O:21])[CH3:22].[I:11][CH3:12].[K+:17].[K+:18]>>[Br:1][c:2]1[cH:3][c:4]([CH3:10])[c:5]([O:9][CH3:13])[c:6]([CH3:8])[n:7]1. The reactants are C(C1=CC=CC=C1)N1C(N([C@@H](C1)C(=O)OC(C)(C)C)C([C@H](C)N[C@@H](CCC(C)C)C(=O)OCC1=CC=CC=C1)=O)=O (tert.-butyl (4S)-1-benzyl-3-{(2S)-2-[N-((1S)-1-benzyloxycarbonyl-4-methyl-n-pentyl)amino]propionyl}-2-oxo-imidazolidine-4-carboxylate), Cl.O1CCOCC1 (hydrogen chloride dioxane). Product: C(C1=CC=CC=C1)N1C(N([C@@H](C1)C(=O)O)C([C@H](C)N[C@@H](CCC(C)C)C(=O)OCC1=CC=CC=C1)=O)=O ((4S)-1-benzyl-3-{(2S)-2-[N-((1S)-1-benzyloxycarbonyl-4-methyl-n-pentyl)amino]-propionyl}-2-oxo-imidazolidine-4-carboxylic acid). Yield: 92.5%. As a reaction SMILES: [CH2:1]([N:8]1[CH2:12][C@@H:11]([C:13]([O:15]C(C)(C)C)=[O:14])[N:10]([C:20](=[O:40])[C@@H:21]([NH:23][C@H:24]([C:30]([O:32][CH2:33][C:34]2[CH:39]=[CH:38][CH:37]=[CH:36][CH:35]=2)=[O:31])[CH2:25][CH2:26][CH:27]([CH3:29])[CH3:28])[CH3:22])[C:9]1=[O:41])[C:2]1[CH:7]=[CH:6][CH:5]=[CH:4][CH:3]=1.Cl.O1CCOCC1>>[CH2:1]([N:8]1[CH2:12][C@@H:11]([C:13]([OH:15])=[O:14])[N:10]([C:20](=[O:40])[C@@H:21]([NH:23][C@H:24]([C:30]([O:32][CH2:33][C:34]2[CH:39]=[CH:38][CH:37]=[CH:36][CH:35]=2)=[O:31])[CH2:25][CH2:26][CH:27]([CH3:29])[CH3:28])[CH3:22])[C:9]1=[O:41])[C:2]1[CH:7]=[CH:6][CH:5]=[CH:4][CH:3]=1 |f:1.2|. Reported procedure: 1.2 g of tert.-butyl (4S)-1-benzyl-3-{(2S)-2-[N-((1S)-1-benzyloxycarbonyl-4-methyl-n-pentyl)amino]propionyl}-2-oxo-imidazolidine-4-carboxylate and 30 ml of a 13% hydrogen chloride-dioxane solution are treated in the same manner as described in Example 10-(3), whereby 1.0 g of (4S)-1-benzyl-3-{(2S)-2-[N-((1S)-1-benzyloxycarbonyl-4-methyl-n-pentyl)amino]-propionyl}-2-oxo-imidazolidine-4-carboxylic acid is obtained as colorless viscous oil. This oil (1.0 g) and 50 mg of palladium black are treated ...